Dataset: the Open Reaction Database (ORD), a public repository of structured organic reaction records. Task: describe an organic reaction: reactants, conditions, products, and yield Reactants: C(C(C)C)C(=O)C (methyl isobutyl ketone), O.C(CC(O)(C(=O)O)CC(=O)O)(=O)O (citric acid monohydrate), S(=O)(=O)(O)O.C(C)NC(NCC)=N (diethylguanidine sulphate), OS(=O)(=O)O.O=S(=O)=O (oleum), C(C(C)C)C(=O)C (methyl isobutyl ketone). Run in O (water), N (ammonia). Run at time 15 minute. Product: OC1=NC(=NC(=C1)C)N(CC)CC (4-hydroxy-2-diethylamino-6-methylpyrimidine). As a reaction SMILES: O.C(O)(=O)C[C:4]([CH2:9][C:10]([OH:12])=O)([C:6](O)=O)O.S(O)(O)(=O)=O.C([NH:22][C:23](=[NH:27])[NH:24][CH2:25][CH3:26])C.OS(O)(=O)=O.O=S(=O)=O.[CH2:37](C(C)=O)[CH:38](C)C>O.N>[OH:12][C:10]1[CH:9]=[C:4]([CH3:6])[N:22]=[C:23]([N:24]([CH2:25][CH3:26])[CH2:37][CH3:38])[N:27]=1 |f:0.1,2.3,4.5|. Procedure: A mixture of citric acid monohydrate (126.0 g) and diethylguanidine sulphate (82.0 g) was added to 15% oleum (250 ml), keeping the temperature below 30° C by external cooling. After stirring at the ambient temperature for 15 minutes to complete solubilisation the solution was heated at 70° C for 80 minutes, cooled by external cooling to 0° C, and carefully diluted with water (350 ml) and with ammonia solution (s.g. 0.880, 600 ml). The resulting slurry was heated to reflux, methyl isobutyl ketone... The reactants are BrC=1C=C(C=2C=NN(C2C1)C(C)C)C(=O)[O-] (6-bromo-1-(1-methylethyl)-1H-indazole-4-carboxylate), O1CCCC1 (tetrahydrofuran), [OH-].[Na+] (NaOH). Solvent: CO (methanol). Conditions: time 3 hour. The product is BrC=1C=C(C=2C=NN(C2C1)C(C)C)C(=O)O (6-bromo-1-(1-methylethyl)-1H-indazole-4-carboxylic acid). Yield: 94.0%. Reaction SMILES: [Br:1][C:2]1[CH:3]=[C:4]([C:14]([O-:16])=[O:15])[C:5]2[CH:6]=[N:7][N:8]([CH:11]([CH3:13])[CH3:12])[C:9]=2[CH:10]=1.O1CCCC1.[OH-].[Na+]>CO>[Br:1][C:2]1[CH:3]=[C:4]([C:14]([OH:16])=[O:15])[C:5]2[CH:6]=[N:7][N:8]([CH:11]([CH3:12])[CH3:13])[C:9]=2[CH:10]=1 |f:2.3|. Reported procedure: To a solution of 6-bromo-1-(1-methylethyl)-1H-indazole-4-carboxylate (0.58 g, 1.952 mmol in methanol (12 mL) and tetrahydrofuran (3 mL) was added 3 N NaOH (3.25 mL, 9.76 mmol) via syringe and stirred for 3 h at RT. The volatiles were removed in vacuo then diluted with water and slowly acidified with 1 N HCl to pH 4-5. The contents were extracted with 20% THF/EtOAc (3×). The combined organics were washed with brine, dried over MgSO4, filtered, and concentrated to give 6-bromo-1-(1-methylethyl)-1H... Reactants: [Mg] (magnesium), C(=O)=O (carbon dioxide), Cl (hydrochloric acid), BrC1=CC2=C(C(CCO2)(C)C)C=C1 (7-bromo-3,4-dihydro-4,4-dimethyl-2H-1-benzopyran), BrCCBr (1,2-dibromoethane). Solvent: O1CCCC1 (tetrahydrofuran), O1CCCC1 (tetrahydrofuran). Reaction conditions: temperature 0 celsius. Product: CC1(CCOC2=C1C=CC(=C2)C(=O)O)C (3,4-dihydro-4,4-dimethyl-2H-1-benzopyran-7-carboxylic acid). RXN SMILES: Br[C:2]1[CH:13]=[CH:12][C:5]2[C:6]([CH3:11])([CH3:10])[CH2:7][CH2:8][O:9][C:4]=2[CH:3]=1.BrCCBr.[Mg].[C:19](=[O:21])=[O:20].Cl>O1CCCC1>[CH3:10][C:6]1([CH3:11])[C:5]2[CH:12]=[CH:13][C:2]([C:19]([OH:21])=[O:20])=[CH:3][C:4]=2[O:9][CH2:8][CH2:7]1. Procedure: A solution of 14.2 g of 7-bromo-3,4-dihydro-4,4-dimethyl-2H-1-benzopyran and 1.1 g of 1,2-dibromoethane in 80 ml of tetrahydrofuran was added dropwise using a heatable ultrasonics bath, to a suspension, boiling under reflux, of 1.6 g of magnesium shavings in 20 ml of tetrahydrofuran. After heating under reflux for an additional 2 hours, the reaction mixture was cooled to 0° C. and a strong stream of carbon dioxide gas was conducted in (about 1 hour). Thereafter, the mixture was poured on to ice,...